Dataset: the Open Reaction Database (ORD), a public repository of structured organic reaction records. Task: describe an organic reaction: reactants, conditions, products, and yield Starting materials: C[Si](C)(C)[N-][Si](C)(C)C, CNc1cnc(Cl)cc1-c1ccccc1Cl, CC(C)(C(=O)Cl)c1cc(C(F)(F)F)cc(C(F)(F)F)c1, [K+], [Na+], C1CCOC1, O=C([O-])O. The product is CN(C(=O)C(C)(C)c1cc(C(F)(F)F)cc(C(F)(F)F)c1)c1cnc(Cl)cc1-c1ccccc1Cl. Reaction SMILES: [CH3:17][Si:18]([N-:19][Si:20]([CH3:21])([CH3:22])[CH3:23])([CH3:24])[CH3:25].[Cl:1][c:2]1[cH:3][c:4](-[c:10]2[c:11]([Cl:16])[cH:12][cH:13][cH:14][cH:15]2)[c:5]([NH:8][CH3:9])[cH:6][n:7]1.[F:27][C:28]([c:29]1[cH:30][c:31]([C:39]([C:40](=[O:41])[Cl:42])([CH3:43])[CH3:44])[cH:32][c:33]([C:35]([F:36])([F:37])[F:38])[cH:34]1)([F:45])[F:46].[K+:26].[Na+:47].[O:52]1[CH2:53][CH2:54][CH2:55][CH2:56]1.[OH:48][C:49](=[O:50])[O-:51]>>[Cl:1][c:2]1[cH:3][c:4](-[c:10]2[c:11]([Cl:16])[cH:12][cH:13][cH:14][cH:15]2)[c:5]([N:8]([CH3:9])[C:40]([C:39]([c:31]2[cH:30][c:29]([C:28]([F:27])([F:45])[F:46])[cH:34][c:33]([C:35]([F:36])([F:37])[F:38])[cH:32]2)([CH3:43])[CH3:44])=[O:41])[cH:6][n:7]1. Starting materials: CO, O=C(O)Cc1cccc(Cl)c1, CC(Cl)Cl, O, O=S(=O)(O)O. Product: COC(=O)Cc1cccc(Cl)c1. RXN SMILES: [CH3:12][OH:13].[Cl:1][c:2]1[cH:3][c:4]([CH2:8][C:9](=[O:10])[OH:11])[cH:5][cH:6][cH:7]1.[Cl:20][CH:21]([Cl:22])[CH3:23].[OH2:19].[S:14](=[O:15])(=[O:16])([OH:17])[OH:18]>>[Cl:1][c:2]1[cH:3][c:4]([CH2:8][C:9](=[O:10])[O:11][CH3:12])[cH:5][cH:6][cH:7]1. The reactants are ClC1=CC=C(C=C1)S(=O)(=O)C1(CCC(CC1)CCS(=O)(=O)N)C1=C(C=CC(=C1)F)F (2-[4-(4-Chloro-benzenesulfonyl)-4-(2,5-difluoro-phenyl)-cyclohexyl]-ethanesulfonic acid amide), Cl.CN(CCCN=C=NCC)C (1-(3-dimethylaminopropyl)-3-ethylcarbodiimide hydrochloride), CN(C)C1=NC=CC=C1 (dimethylaminopyridine), C(C)(=O)O (acetic acid). Solvent: C(C)(=O)OCC (ethyl acetate), ClCCl (dichloromethane). Reaction conditions: time 18 hour. Yields the product C(C)(=O)NS(=O)(=O)CCC1CCC(CC1)(C1=C(C=CC(=C1)F)F)S(=O)(=O)C1=CC=C(C=C1)Cl (2-[4-(4-Chloro-benzenesulfonyl)-4-(2,5-difluoro-phenyl)-cyclohexyl]-ethanesulfonic acid acetyl-amide). Yield: 61.8%. RXN SMILES: [Cl:1][C:2]1[CH:7]=[CH:6][C:5]([S:8]([C:11]2([C:23]3[CH:28]=[C:27]([F:29])[CH:26]=[CH:25][C:24]=3[F:30])[CH2:16][CH2:15][CH:14]([CH2:17][CH2:18][S:19]([NH2:22])(=[O:21])=[O:20])[CH2:13][CH2:12]2)(=[O:10])=[O:9])=[CH:4][CH:3]=1.Cl.CN(C)CCCN=C=NCC.CN(C1C=CC=CN=1)C.[C:52](O)(=[O:54])[CH3:53]>ClCCl.C(OCC)(=O)C>[C:52]([NH:22][S:19]([CH2:18][CH2:17][CH:14]1[CH2:13][CH2:12][C:11]([S:8]([C:5]2[CH:6]=[CH:7][C:2]([Cl:1])=[CH:3][CH:4]=2)(=[O:9])=[O:10])([C:23]2[CH:28]=[C:27]([F:29])[CH:26]=[CH:25][C:24]=2[F:30])[CH2:16][CH2:15]1)(=[O:21])=[O:20])(=[O:54])[CH3:53] |f:1.2|. Procedure: To a stirred solution of the product of Example 105 (141 mg, 0.28 mmol) in dichloromethane (10 mL) was added 1-(3-dimethylaminopropyl)-3-ethylcarbodiimide hydrochloride (104 mg, 0.54 mmol), dimethylaminopyridine (66 mg, 0.57 mmol) and acetic acid (0.035 mL, 0.58 mmol). The mixture was stirred for 18 hours, diluted with ethyl acetate (20 mL), washed with 2N aqueous hydrochloric acid (20 mL) and brine (100 mL), dried (MgSO4) and evaporated to leave a residue which was purified by column chromatogr... The reactants are ClC=1C=C(C=CC1)CC(=O)C1=CC=C(C=C1)Cl (2-(3-Chlorophenyl)-1-(4-chlorophenyl)ethanone), C(C=C)(=O)OC (methyl acrylate), solution, CC(C)([O-])C.[K+] (potassium tert-butoxide). Solvent: C1CCOC1 (THF), C1CCOC1 (THF). Conditions: time 1 hour. Product: ClC=1C=C(C=CC1)C(CCC(=O)OC)C(=O)C1=CC=C(C=C1)Cl (Methyl 4-(3-chlorophenyl)-5-(4-chlorophenyl)-5-oxopentanoate). As a reaction SMILES: [Cl:1][C:2]1[CH:3]=[C:4]([CH2:8][C:9]([C:11]2[CH:16]=[CH:15][C:14]([Cl:17])=[CH:13][CH:12]=2)=[O:10])[CH:5]=[CH:6][CH:7]=1.[C:18]([O:22][CH3:23])(=[O:21])[CH:19]=[CH2:20].CC(C)([O-])C.[K+]>C1COCC1>[Cl:1][C:2]1[CH:3]=[C:4]([CH:8]([C:9]([C:11]2[CH:12]=[CH:13][C:14]([Cl:17])=[CH:15][CH:16]=2)=[O:10])[CH2:20][CH2:19][C:18]([O:22][CH3:23])=[O:21])[CH:5]=[CH:6][CH:7]=1 |f:2.3|. Procedure: To a solution of 52.1 g (197 mmol) of 2-(3-chlorophenyl)-1-(4-chlorophenyl)ethanone (Example 1, Step A) and methyl acrylate (19.5 ml, 216 mmol) in 360 mL of THF was added 20 mL of a 1M solution of potassium tert-butoxide in THF slowly at 0° C. over a period of 20 min (reaction solution temp kept <10° C.). The reaction was allowed to warm to ambient temperature. After being stirred at rt for 1 h, the reaction was concentrated under reduced pressure, diluted with water and extracted with ethyl ace...